Dataset: the Open Reaction Database (ORD), a public repository of structured organic reaction records. Task: describe an organic reaction: reactants, conditions, products, and yield Reactants: FC(C(=O)C=1SC(=C(C1)C1=CC=C(C=C1)F)C1=CC=C(C=C1)F)(C(F)(F)F)F (2-pentafluoropropionyl-4,5-bis(4-fluorophenyl)thiophene), C[Mg]Br (methyl magnesium bromide), C[Mg]Br (methyl magnesium bromide). Solvent: O1CCCC1 (tetrahydrofuran). Conditions: time 3 hour. The product is FC1=CC=C(C=C1)C=1C=C(SC1C1=CC=C(C=C1)F)C(O)(C(C(F)(F)F)(F)F)C (4,5-Bis(4-fluorophenyl)-α-methyl-α-pentafluoroethyl-2-thiophenemethanol). As a reaction SMILES: [F:1][C:2]([F:28])([C:24]([F:27])([F:26])[F:25])[C:3]([C:5]1[S:6][C:7]([C:17]2[CH:22]=[CH:21][C:20]([F:23])=[CH:19][CH:18]=2)=[C:8]([C:10]2[CH:15]=[CH:14][C:13]([F:16])=[CH:12][CH:11]=2)[CH:9]=1)=[O:4].[CH3:29][Mg]Br>O1CCCC1>[F:16][C:13]1[CH:12]=[CH:11][C:10]([C:8]2[CH:9]=[C:5]([C:3]([CH3:29])([C:2]([F:1])([F:28])[C:24]([F:25])([F:26])[F:27])[OH:4])[S:6][C:7]=2[C:17]2[CH:22]=[CH:21][C:20]([F:23])=[CH:19][CH:18]=2)=[CH:15][CH:14]=1. Procedure details: A solution of 2-pentafluoropropionyl-4,5-bis(4-fluorophenyl)thiophene (5.83 g, 13.9 mmole) in 80 ml tetrahydrofuran was treated with 3 M methyl magnesium bromide (5.1 ml, 1.1 equiv.). After 3 hours, additional methyl magnesium bromide (2 ml) was added. After 4 hours total reaction time, the reaction was quenched with saturated aqueous NH4Cl and extracted with ethyl acetate. The combined organics were washed with brine, dried and concentrated in vacuo. Chromatography on silica gel gave the title ... Starting materials: COC(=O)c1cc(Br)c(C)o1, C1COCCO1, Cn1nccc1B1OC(C)(C)C(C)(C)O1, [K+], [K+], [K+], O=C(C=Cc1ccccc1)C=Cc1ccccc1, O=C(C=Cc1ccccc1)C=Cc1ccccc1, O=C(C=Cc1ccccc1)C=Cc1ccccc1, O=P([O-])([O-])[O-], [Pd], [Pd]. Yields the product COC(=O)c1cc(-c2ccnn2C)c(C)o1. Reaction SMILES: [Br:1][c:2]1[cH:3][c:4]([C:8](=[O:9])[O:10][CH3:11])[o:5][c:6]1[CH3:7].[CH2:35]1[O:36][CH2:37][CH2:38][O:39][CH2:40]1.[CH3:12][n:13]1[n:14][cH:15][cH:16][c:17]1[B:18]1[O:19][C:20]([CH3:21])([CH3:22])[C:23]([CH3:24])([CH3:25])[O:26]1.[K+:32].[K+:33].[K+:34].[O:43]=[C:44]([CH:45]=[CH:46][c:47]1[cH:48][cH:49][cH:50][cH:51][cH:52]1)[CH:53]=[CH:54][c:55]1[cH:56][cH:57][cH:58][cH:59][cH:60]1.[O:61]=[C:62]([CH:63]=[CH:64][c:65]1[cH:66][cH:67][cH:68][cH:69][cH:70]1)[CH:71]=[CH:72][c:73]1[cH:74][cH:75][cH:76][cH:77][cH:78]1.[O:79]=[C:80]([CH:81]=[CH:82][c:83]1[cH:84][cH:85][cH:86][cH:87][cH:88]1)[CH:89]=[CH:90][c:91]1[cH:92][cH:93][cH:94][cH:95][cH:96]1.[P:27]([O-:28])([O-:29])([O-:30])=[O:31].[Pd:41].[Pd:42]>>[c:2]1(-[c:17]2[n:13]([CH3:12])[n:14][cH:15][cH:16]2)[cH:3][c:4]([C:8](=[O:9])[O:10][CH3:11])[o:5][c:6]1[CH3:7]. Reactants: BrC1=CC=C(C=C1)CN1N=C(C(=C(C1=O)C(=O)NCC(=O)O)O)C(C)C (N-{[2-[(4-Bromophenyl)methyl]-5-hydroxy-6-(1-methylethyl)-3-oxo-2,3-dihydro-4-pyridazinyl]carbonyl}glycine), CC1(OB(OC1(C)C)C1=CC(=NC=C1)N1CCNCC1)C (1-[4-(4,4,5,5-tetramethyl-1,3,2-dioxaborolan-2-yl)-2-pyridinyl]piperazine), C([O-])([O-])=O.[K+].[K+] (potassium carbonate), Cl (HCl). The reagents and catalysts are C=1C=CC(=CC1)[P](C=2C=CC=CC2)(C=3C=CC=CC3)[Pd]([P](C=4C=CC=CC4)(C=5C=CC=CC5)C=6C=CC=CC6)([P](C=7C=CC=CC7)(C=8C=CC=CC8)C=9C=CC=CC9)[P](C=1C=CC=CC1)(C=1C=CC=CC1)C=1C=CC=CC1 (tetrakis(triphenylphosphine)palladium). Run in O1CCOCC1 (1,4-Dioxane), O (Water), O (water). The product is OC1=C(C(N(N=C1C(C)C)CC1=CC=C(C=C1)C1=CC(=NC=C1)N1CCNCC1)=O)C(=O)NCC(=O)O (N-{[5-hydroxy-6-(1-methylethyl)-3-oxo-2-({4-[2-(1-piperazinyl)-4-pyridinyl]phenyl}methyl)-2,3-dihydro-4-pyridazinyl]carbonyl}glycine). Isolated yield 67.1%. RXN SMILES: Br[C:2]1[CH:7]=[CH:6][C:5]([CH2:8][N:9]2[C:14](=[O:15])[C:13]([C:16]([NH:18][CH2:19][C:20]([OH:22])=[O:21])=[O:17])=[C:12]([OH:23])[C:11]([CH:24]([CH3:26])[CH3:25])=[N:10]2)=[CH:4][CH:3]=1.CC1(C)C(C)(C)OB([C:35]2[CH:40]=[CH:39][N:38]=[C:37]([N:41]3[CH2:46][CH2:45][NH:44][CH2:43][CH2:42]3)[CH:36]=2)O1.C(=O)([O-])[O-].[K+].[K+].Cl>O1CCOCC1.O.C1C=CC([P]([Pd]([P](C2C=CC=CC=2)(C2C=CC=CC=2)C2C=CC=CC=2)([P](C2C=CC=CC=2)(C2C=CC=CC=2)C2C=CC=CC=2)[P](C2C=CC=CC=2)(C2C=CC=CC=2)C2C=CC=CC=2)(C2C=CC=CC=2)C2C=CC=CC=2)=CC=1>[OH:23][C:12]1[C:11]([CH:24]([CH3:26])[CH3:25])=[N:10][N:9]([CH2:8][C:5]2[CH:6]=[CH:7][C:2]([C:35]3[CH:40]=[CH:39][N:38]=[C:37]([N:41]4[CH2:42][CH2:43][NH:44][CH2:45][CH2:46]4)[CH:36]=3)=[CH:3][CH:4]=2)[C:14](=[O:15])[C:13]=1[C:16]([NH:18][CH2:19][C:20]([OH:22])=[O:21])=[O:17] |f:2.3.4,^1:65,67,86,105|. Reported procedure: To a 5 mL microwave tube was added N-{[2-[(4-bromophenyl)methyl]-5-hydroxy-6-(1-methylethyl)-3-oxo-2,3-dihydro-4-pyridazinyl]carbonyl}glycine (example 61, 31 mg, 0.073 mmol), 1-[4-(4,4,5,5-tetramethyl-1,3,2-dioxaborolan-2-yl)-2-pyridinyl]piperazine (21.13 mg, 0.073 mmol), potassium carbonate (30.3 mg, 0.219 mmol), and tetrakis(triphenylphosphine)palladium (0) (2.53 mg, 2.192 μmol) in 1,4-Dioxane (1.5 ml) and Water (0.500 ml). The mixture was irradiated at 100° C. for 20 minutes. The reaction mix... Reactants: ClC=1C=C2C(=NC1)NC=C2 (5-chloro-1H-pyrrolo[2,3-b]pyridine), ClC1=CC(=CC=C1)C(=O)OO (m-chloroperbenzoic acid). Solvent: CCOC(=O)C (EtOAc), CCOC(=O)C (EtOAc). Run at time 20 hour. Yields the product ClC=1C=C2C(=NC1)[NH+](C=C2)[O-] (5-chloro-1H-pyrrolo[2,3-b]pyridine-N-oxide). Isolated yield 23.6%. RXN SMILES: [Cl:1][C:2]1[CH:3]=[C:4]2[CH:10]=[CH:9][NH:8][C:5]2=[N:6][CH:7]=1.ClC1C=CC=C(C(OO)=[O:19])C=1>CCOC(C)=O>[Cl:1][C:2]1[CH:3]=[C:4]2[CH:10]=[CH:9][NH+:8]([O-:19])[C:5]2=[N:6][CH:7]=1. Procedure details: To 5-chloro-1H-pyrrolo[2,3-b]pyridine (10.0 g, 65.6 mmol) in EtOAc (70 mL) at 0° C. was added dropwise over 15 h a solution of m-chloroperbenzoic acid (57%, 17.9 g, 104 mmol) in EtOAc (80 mL). The reaction mixture was stirred for 20 h at RT. Then, the mixture was cooled to −40° C. and the solids were filtered off and rinsed with cold EtOAc. The solid was taken up in water (70 mL) and treated dropwise with 30% aq. K2CO3 until pH was 11. The solution was warmed for 30 min, cooled to 0° C., filtere... The reactants are NC1=C(C(=O)N)C(=CC(=C1)OC)OC (2-amino-4,6-dimethoxy-benzamide), O=C1N(C(CN1)=O)CC1=CC=C(C=O)C=C1 (4-(2,5-dioxo-imidazolidin-1-ylmethyl)-benzaldehyde), S(=O)(O)[O-].[Na+] (sodium hydrogen sulfite), O.C1(=CC=C(C=C1)S(=O)(=O)O)C (p-toluenesulfonic acid monohydrate). Run in CN(C(C)=O)C (N,N-dimethylacetamide). Run at temperature 115 celsius, time 17 hour. The product is COC1=C2C(NC(=NC2=CC(=C1)OC)C1=CC=C(CN2C(NCC2=O)=O)C=C1)=O (3-(4-(5,7-Dimethoxy-4-oxo-3,4-dihydroquinazolin-2-yl)benzyl)imidazolidine-2,4-dione). As a reaction SMILES: [NH2:1][C:2]1[CH:10]=[C:9]([O:11][CH3:12])[CH:8]=[C:7]([O:13][CH3:14])[C:3]=1[C:4]([NH2:6])=[O:5].[O:15]=[C:16]1[NH:20][CH2:19][C:18](=[O:21])[N:17]1[CH2:22][C:23]1[CH:30]=[CH:29][C:26]([CH:27]=O)=[CH:25][CH:24]=1.S([O-])(O)=O.[Na+].O.C1(C)C=CC(S(O)(=O)=O)=CC=1>CN(C)C(=O)C>[CH3:14][O:13][C:7]1[CH:8]=[C:9]([O:11][CH3:12])[CH:10]=[C:2]2[C:3]=1[C:4](=[O:5])[NH:6][C:27]([C:26]1[CH:25]=[CH:24][C:23]([CH2:22][N:17]3[C:18](=[O:21])[CH2:19][NH:20][C:16]3=[O:15])=[CH:30][CH:29]=1)=[N:1]2 |f:2.3,4.5|. Procedure: To a solution of 2-amino-4,6-dimethoxy-benzamide (0.19 g, 0.98 mmol) in N,N-dimethylacetamide (4 mL) were added 4-(2,5-dioxo-imidazolidin-1-ylmethyl)-benzaldehyde (0.19 g, 0.89 mmol), sodium hydrogen sulfite (58.5 wt %, 0.24 g, 1.30 mmol) and p-toluenesulfonic acid monohydrate (34 mg, 0.18 mmol) and the reaction mixture was stirred at 115° C. for 17 hours under nitrogen, then cooled to room temperature. The precipitate was filtered, washed with methanol, water, then methanol, and dried in air. T... The reactants are C(C)OC(=O)N1[C@H](C[C@H](C2=CC(=CC=C12)Cl)N(C(=O)OC)CC1=CC(=CC(=C1)C(F)(F)F)C(F)(F)F)C (cis-4-[(3,5-bis-trifluoromethyl-benzyl)-methoxycarbonyl-amino]-6-chloro-2-methyl-3,4-dihydro-2H-quinoline-1-carboxylic acid ethyl ester), C(F)(F)(F)S(=O)(=O)O[N+](=O)[O-] (F3CSO3NO2), O (Water). Solvent: ClCCl (dichloromethane), ClCCl (dichloromethane). Reaction conditions: temperature -78 celsius, time 1.5 hour. Yields the product C(C)OC(=O)N1[C@H](C[C@H](C2=CC(=CC(=C12)[N+](=O)[O-])Cl)N(C(=O)OC)CC1=CC(=CC(=C1)C(F)(F)F)C(F)(F)F)C (cis-4-[(3,5-Bis-trifluoromethyl-benzyl)-methoxycarbonyl-amino]-6-chloro-2-methyl-8-nitro-3,4-dihydro-2H-quinoline-1-carboxylic acid ethyl ester). Yield: 96.5%. Reaction SMILES: C(S([O:8][N+:9]([O-])=[O:10])(=O)=O)(F)(F)F.[CH2:12]([O:14][C:15]([N:17]1[C:26]2[C:21](=[CH:22][C:23]([Cl:27])=[CH:24][CH:25]=2)[C@H:20]([N:28]([CH2:33][C:34]2[CH:39]=[C:38]([C:40]([F:43])([F:42])[F:41])[CH:37]=[C:36]([C:44]([F:47])([F:46])[F:45])[CH:35]=2)[C:29]([O:31][CH3:32])=[O:30])[CH2:19][C@@H:18]1[CH3:48])=[O:16])[CH3:13].O>ClCCl>[CH2:12]([O:14][C:15]([N:17]1[C:26]2[C:21](=[CH:22][C:23]([Cl:27])=[CH:24][C:25]=2[N+:9]([O-:10])=[O:8])[C@H:20]([N:28]([CH2:33][C:34]2[CH:35]=[C:36]([C:44]([F:47])([F:45])[F:46])[CH:37]=[C:38]([C:40]([F:41])([F:42])[F:43])[CH:39]=2)[C:29]([O:31][CH3:32])=[O:30])[CH2:19][C@@H:18]1[CH3:48])=[O:16])[CH3:13]. Procedure: To a pre-dried flask under nitrogen atmosphere was prepared a slurry of F3CSO3NO2 (2.6 mmol) in 9 mL of dichloromethane [ref. J. Org. Chem. 1973, 38 (25), 4243]. The solution was cooled to -78° C. and a solution of cis-4-[(3,5-bis-trifluoromethyl-benzyl)-methoxycarbonyl-amino]-6-chloro-2-methyl-3,4-dihydro-2H-quinoline-1-carboxylic acid ethyl ester (Example 32) (0.72 g, 1.3 mmol) in anhydrous dichloromethane (5 mL) was added. The reaction was stirred at -78° C. for 1.5 h, then warmed to 0° C. an...